Dataset: the Open Reaction Database (ORD), a public repository of structured organic reaction records. Task: describe an organic reaction: reactants, conditions, products, and yield The reactants are ClN1C(CCC1=O)=O (N-Chlorosuccinimide), BrC1=CC=C2C3(C(NC2=C1)=O)CCCC3 (6′-bromospiro[cyclopentane-1,3′-indolin]-2′-one), C(O)([O-])=O.[Na+] (sodium hydrogen carbonate). Solvent: C(Cl)(Cl)Cl (chloroform). Reaction conditions: time 6 hour. Product: BrC1=C(C=C2C3(C(NC2=C1)=O)CCCC3)Cl (6′Bromo-5′-chlorospiro[cyclopentane-1,3′-indolin]-2′-one). Yield: 75.4%. RXN SMILES: [Cl:1]N1C(=O)CCC1=O.[Br:9][C:10]1[CH:18]=[C:17]2[C:13]([C:14]3([CH2:23][CH2:22][CH2:21][CH2:20]3)[C:15](=[O:19])[NH:16]2)=[CH:12][CH:11]=1.C(=O)([O-])O.[Na+]>C(Cl)(Cl)Cl>[Br:9][C:10]1[CH:18]=[C:17]2[C:13]([C:14]3([CH2:23][CH2:22][CH2:21][CH2:20]3)[C:15](=[O:19])[NH:16]2)=[CH:12][C:11]=1[Cl:1] |f:2.3|. Reported procedure: N-Chlorosuccinimide (0.50 g, 3.75 mmol) was added to a solution of 6′-bromospiro[cyclopentane-1,3′-indolin]-2′-one (preparation 2, 0.20 g, 0.75 mmol) in chloroform (5 mL). The mixture was stirred and heated to reflux. After 6 hours, the mixture was cooled to room temperature. Saturated aqueous sodium hydrogen carbonate solution was added to the reaction and the mixture was extracted with chloroform. The organic layer was washed with brine, dried (MgSO4) and evaporated. Purification of the residu... The reactants are Cc1cccc(C=O)c1OCc1ccccc1, CO, OO, O=S(=O)(O)O. Yields the product Cc1cccc(O)c1OCc1ccccc1. RXN SMILES: [CH2:1]([c:2]1[cH:3][cH:4][cH:5][cH:6][cH:7]1)[O:8][c:9]1[c:10]([CH:11]=[O:12])[cH:13][cH:14][cH:15][c:16]1[CH3:17].[CH3:25][OH:26].[OH:23][OH:24].[S:18]([OH:19])(=[O:20])(=[O:21])[OH:22]>>[CH2:1]([c:2]1[cH:3][cH:4][cH:5][cH:6][cH:7]1)[O:8][c:9]1[c:10]([OH:19])[cH:13][cH:14][cH:15][c:16]1[CH3:17]. Reactants: ClC1=CC=C(C=C1)O (4-chlorophenol), C([O-])([O-])=O.[Cs+].[Cs+] (cesium carbonate), BrC=1C=CC(=C(C1)C1C(CCC1=O)=O)OC(F)(F)F (2-(5-bromo-2-trifluoromethoxyphenyl)cyclopentane-1,3-dione). Reagents/catalysts: [O-]S(=O)(=O)C(F)(F)F.[Cu+2].[O-]S(=O)(=O)C(F)(F)F (copper triflate). Run in C1(=CC=CC=C1)C (toluene). Conditions: temperature 160 celsius, time 1 hour. The product is ClC1=CC=C(OC=2C=CC(=C(C2)C2C(CCC2=O)=O)OC(F)(F)F)C=C1 (2-[5-(4-chlorophenoxy)-2-trifluoromethoxyphenyl]cyclopentane-1,3-dione). As a reaction SMILES: [Cl:1][C:2]1[CH:7]=[CH:6][C:5]([OH:8])=[CH:4][CH:3]=1.C(=O)([O-])[O-].[Cs+].[Cs+].Br[C:16]1[CH:17]=[CH:18][C:19]([O:29][C:30]([F:33])([F:32])[F:31])=[C:20]([CH:22]2[C:26](=[O:27])[CH2:25][CH2:24][C:23]2=[O:28])[CH:21]=1>C1(C)C=CC=CC=1.[O-]S(C(F)(F)F)(=O)=O.[Cu+2].[O-]S(C(F)(F)F)(=O)=O>[Cl:1][C:2]1[CH:7]=[CH:6][C:5]([O:8][C:16]2[CH:17]=[CH:18][C:19]([O:29][C:30]([F:31])([F:32])[F:33])=[C:20]([CH:22]3[C:26](=[O:27])[CH2:25][CH2:24][C:23]3=[O:28])[CH:21]=2)=[CH:4][CH:3]=1 |f:1.2.3,6.7.8|. Procedure details: To a mixture of 4-chlorophenol (0.473 g, 3.69 mmol), cesium carbonate (0.521 g, 1.48 mmol), copper triflate (0.013 g, 0.04 mmol) and powdered 5 Å molecular sieves (0.400 g) is added a solution of 2-(5-bromo-2-trifluoromethoxyphenyl)cyclopentane-1,3-dione (0.249 g, 0.74 mmol) in anhydrous toluene (3.5 ml). The mixture is flushed with nitrogen and heated at 160° C. for 1 hour under microwave radiation, then for a further 1 h at 170° C. After cooling to room temperature the crude product is partiti... The reactants are [OH-].[Na+] (sodium hydroxide), C(\C=C\C(=O)O)(=O)O (Fumaric acid), ClCCCCCOC1N(C(C2=CC=CC=C12)=O)C1=CC=CC=C1 (3-(5-chloropentyloxy)-2-phenyl-isoindolin-1-one), C(C)(C)N (isopropylamine). The solvent is C(C)OCC (diethyl ether), O (water), C1(=CC=CC=C1)C (toluene), C(C)(C)O (isopropanol). The product is C(\C=C\C(=O)O)(=O)O.C(C)(C)C(CCCCOC1N(C(C2=CC=CC=C12)=O)C1=CC=CC=C1)N (3-(5-isopropyl-aminopentyloxy)-2-phenyl-isoindolin-1-one hydrogen fumarate). As a reaction SMILES: Cl[CH2:2][CH2:3][CH2:4][CH2:5][CH2:6][O:7][CH:8]1[C:16]2[C:11](=[CH:12][CH:13]=[CH:14][CH:15]=2)[C:10](=[O:17])[N:9]1[C:18]1[CH:23]=[CH:22][CH:21]=[CH:20][CH:19]=1.C([NH2:27])(C)C.[OH-].[Na+].[C:30]([OH:37])(=[O:36])/[CH:31]=[CH:32]/[C:33]([OH:35])=[O:34]>C1(C)C=CC=CC=1.C(O)(C)C.C(OCC)C.O>[C:30]([OH:37])(=[O:36])/[CH:31]=[CH:32]/[C:33]([OH:35])=[O:34].[CH:31]([CH:2]([NH2:27])[CH2:3][CH2:4][CH2:5][CH2:6][O:7][CH:8]1[C:16]2[C:11](=[CH:12][CH:13]=[CH:14][CH:15]=2)[C:10](=[O:17])[N:9]1[C:18]1[CH:23]=[CH:22][CH:21]=[CH:20][CH:19]=1)([CH3:32])[CH3:30] |f:2.3,9.10|. Reported procedure: A solution of 3-(5-chloropentyloxy)-2-phenyl-isoindolin-1-one (31.6 g.) and isopropylamine (83 cc.) in toluene (50 cc.) is heated in an autoclave at 140°C. for 48 hours. After cooling, the reaction mixture is poured into water (200 cc.) and diethyl ether (200 cc.). The organic phase is separated. The aqueous solution is washed with diethyl ether (2 × 55 cc.). The organic solutions obtained are combined and washed with water (5 × 25 cc.) and are then extracted with 4N hydrochloric acid (3 × 35 cc... Starting materials: FC1=C(C=CC(=C1)B1OC(C(O1)(C)C)(C)C)C=1N=CC(=NC1)N (5-(2-fluoro-4-(4,4,5,5-tetramethyl-1,3,2-dioxaborolan-2-yl)phenyl)-pyrazin-2-amine), BrC1=C(C=CC=C1)S(=O)(=O)N1CCC(CC1)CO ((1-((2-bromophenyl)sulfonyl)piperidin-4-yl)methanol). The product is NC=1N=CC(=NC1)C1=C(C=C(C=C1)C1=C(C=CC=C1)S(=O)(=O)N1CCC(CC1)CO)F ((1-{[4′-(5-Aminopyrazin-2-yl)-3′-fluorobiphenyl-2-yl]sulfonyl}piperidin-4-yl)methanol). Reaction SMILES: [F:1][C:2]1[CH:7]=[C:6](B2OC(C)(C)C(C)(C)O2)[CH:5]=[CH:4][C:3]=1[C:17]1[N:18]=[CH:19][C:20]([NH2:23])=[N:21][CH:22]=1.Br[C:25]1[CH:30]=[CH:29][CH:28]=[CH:27][C:26]=1[S:31]([N:34]1[CH2:39][CH2:38][CH:37]([CH2:40][OH:41])[CH2:36][CH2:35]1)(=[O:33])=[O:32]>>[NH2:23][C:20]1[N:21]=[CH:22][C:17]([C:3]2[CH:4]=[CH:5][C:6]([C:25]3[CH:30]=[CH:29][CH:28]=[CH:27][C:26]=3[S:31]([N:34]3[CH2:35][CH2:36][CH:37]([CH2:40][OH:41])[CH2:38][CH2:39]3)(=[O:32])=[O:33])=[CH:7][C:2]=2[F:1])=[N:18][CH:19]=1. Procedure: The title compound was prepared in a manner similar to that described in Example 448 using 5-(2-fluoro-4-(4,4,5,5-tetramethyl-1,3,2-dioxaborolan-2-yl)phenyl)-pyrazin-2-amine and (1-((2-bromophenyl)sulfonyl)piperidin-4-yl)methanol. MS (ESI): mass calcd. for C22H23FN4O3S, 442.15; m/z found, 443.1 [M+H]+. 1H NMR (400 MHz, CD3OD) δ 8.36-8.29 (m, 2H), 8.11-8.07 (m, 1H), 7.98 (m, 1H), 7.74-7.67 (m, 1H), 7.64-7.59 (m, 1H), 7.44-7.41 (m, 1H), 7.36-7.29 (m, 2H), 3.40-3.32 (m, 4H), 2.46-2.36 (m, 2H), 1.59... Reactants: CC(C)(C)C(=O)OCI, CC(C)CC(NC(=O)OCc1ccccc1)C(=O)NC(CO)C(O)C(O)C(O)C(=O)NC(CC(=O)O)c1ccccc1, CN(C)C=O, C1CCC2=NCCCN2CC1, O. Yields the product CC(C)CC(NC(=O)OCc1ccccc1)C(=O)NC(CO)C(O)C(O)C(O)C(=O)NC(CC(=O)OCOC(=O)C(C)(C)C)c1ccccc1. Reaction SMILES: [C:54]([C:55]([CH3:56])([CH3:57])[CH3:58])(=[O:59])[O:60][CH2:61][I:62].[CH2:1]([c:2]1[cH:3][cH:4][cH:5][cH:6][cH:7]1)[O:8][C:9](=[O:10])[NH:11][CH:12]([CH2:13][CH:14]([CH3:15])[CH3:16])[C:17](=[O:18])[NH:19][CH:20]([CH:21]([CH:22]([CH:23]([C:24](=[O:25])[NH:26][CH:27]([CH2:28][C:29](=[O:30])[OH:31])[c:32]1[cH:33][cH:34][cH:35][cH:36][cH:37]1)[OH:38])[OH:39])[OH:40])[CH2:41][OH:42].[CH3:64][N:65]([CH3:66])[CH:67]=[O:68].[N:43]12[CH2:44][CH2:45][CH2:46][N:47]=[C:48]1[CH2:49][CH2:50][CH2:51][CH2:52][CH2:53]2.[OH2:63]>>[CH2:1]([c:2]1[cH:3][cH:4][cH:5][cH:6][cH:7]1)[O:8][C:9](=[O:10])[NH:11][CH:12]([CH2:13][CH:14]([CH3:15])[CH3:16])[C:17](=[O:18])[NH:19][CH:20]([CH:21]([CH:22]([CH:23]([C:24](=[O:25])[NH:26][CH:27]([CH2:28][C:29](=[O:30])[O:31][CH2:61][O:60][C:54]([C:55]([CH3:56])([CH3:57])[CH3:58])=[O:59])[c:32]1[cH:33][cH:34][cH:35][cH:36][cH:37]1)[OH:38])[OH:39])[OH:40])[CH2:41][OH:42]. The reactants are CN(\C=C\C1=C(C=CC=C1C(F)(F)F)[N+](=O)[O-])C (dimethyl[(E)-2-(2-nitro-6-trifluoromethylphenyl)vinyl]amine), Cl (hydrochloric acid). The reagents and catalysts are [Fe] (iron). The solvent is C(C)(=O)O (acetic acid). Product: FC(C1=C2C=CNC2=CC=C1)(F)F (4-trifluoromethyl-1H-indole). Isolated yield 112.3%. As a reaction SMILES: CN(C)/[CH:3]=[CH:4]/[C:5]1[C:10]([C:11]([F:14])([F:13])[F:12])=[CH:9][CH:8]=[CH:7][C:6]=1[N+:15]([O-])=O.Cl>C(O)(=O)C.[Fe]>[F:14][C:11]([F:12])([F:13])[C:10]1[CH:9]=[CH:8][CH:7]=[C:6]2[C:5]=1[CH:4]=[CH:3][NH:15]2. Reported procedure: 850 mg of powdered iron are added to a solution of 1.2 g of dimethyl[(E)-2-(2-nitro-6-trifluoromethylphenyl)vinyl]amine in 30 ml of acetic acid. The reaction mixture is refluxed for 16 hours and then poured into a solution of hydrochloric acid (HCl, 2N), and extracted with ethyl acetate. The organic phases are washed with a 10% sodium carbonate solution and then with a saturated NaCl solution, dried over magnesium sulfate, filtered, and concentrated under reduced pressure so as to give 959 mg of... Reactants: FC1=CC=C(C=C1)C=1C(=CC=CC1)C=O (4′-Fluoro[1,1′-biphenyl]-2-carbaldehyde), [C@@H]1(CCCC2=CC=CC=C12)N ((1S)-1,2,3,4-tetrahydro-1-naphthalenylamine). The product is FC1=CC=C(C=C1)C1=C(C=CC=C1)CN[C@H]1CCCC2=CC=CC=C12 (N-[(4′-fluoro[1,1′-biphenyl]-2-yl)methyl]-N-[(1S)-1,2,3,4-tetrahydro-1-naphthalenyl]amine). Reaction SMILES: [F:1][C:2]1[CH:7]=[CH:6][C:5]([C:8]2[C:9]([CH:14]=O)=[CH:10][CH:11]=[CH:12][CH:13]=2)=[CH:4][CH:3]=1.[C@@H:16]1([NH2:26])[C:25]2[C:20](=[CH:21][CH:22]=[CH:23][CH:24]=2)[CH2:19][CH2:18][CH2:17]1>>[F:1][C:2]1[CH:7]=[CH:6][C:5]([C:8]2[CH:13]=[CH:12][CH:11]=[CH:10][C:9]=2[CH2:14][NH:26][C@@H:16]2[C:25]3[C:20](=[CH:21][CH:22]=[CH:23][CH:24]=3)[CH2:19][CH2:18][CH2:17]2)=[CH:4][CH:3]=1. Reported procedure: 4′-Fluoro[1,1′-biphenyl]-2-carbaldehyde and (1S)-1,2,3,4-tetrahydro-1-naphthalenylamine were processed as described in Example 1A to provide the title compound.